From a dataset of the Open Reaction Database (ORD), a public repository of structured organic reaction records. describe an organic reaction: reactants, conditions, products, and yield The reactants are [Al+3], CCc1ncc(C(=O)OC)s1, [H-], [H-], [H-], [H-], [Li+], C1CCOC1. The product is CCc1ncc(CO)s1. As a reaction SMILES: [Al+3:2].[CH2:7]([CH3:8])[c:9]1[s:10][c:11]([C:14](=[O:15])[O:16][CH3:17])[cH:12][n:13]1.[H-:1].[H-:4].[H-:5].[H-:6].[Li+:3].[O:18]1[CH2:19][CH2:20][CH2:21][CH2:22]1>>[CH2:7]([CH3:8])[c:9]1[s:10][c:11]([CH2:14][OH:15])[cH:12][n:13]1. Run at temperature -78 celsius, time 1 hour. Reactants: O (water), C(CCC)[Li] (n-butyl lithium), BrC=1C=NC2=CC=CC=C2C1 (3-bromoquinoline), ClC1=CC=C(C=C1)C1(CC1)C#N (1-(4-chlorophenyl)-1-cyclopropanecarbonitrile). Run in C(C)OCC (diethyl ether), C(C)OCC (diethyl ether). Procedure details: A solution of n-butyl lithium (1.6 M in hexanes, 1.5 ml) was added to 3-bromoquinoline (CAS Reg. No. 5332-24-1) (500 mg) in diethyl ether (16 ml) at −78° C. The mixture was stirred at −78° C. for 1 h. A solution of 1-(4-chlorophenyl)-1-cyclopropanecarbonitrile (CAS Reg. No. 64399-27-5) (427 mg) in 3 ml diethyl ether was added at −78° C. to the red mixture and then stirred for 15 min at −78° C. The mixture was allowed to warm to room temperature, then poured into water (40 ml) and extracted with ... The product is ClC1=CC=C(C=C1)C1(CC1)C(=O)C=1C=NC2=CC=CC=C2C1 ([1-(4-Chloro-phenyl)-cyclopropyl]-quinolin-3-yl-methanone). RXN SMILES: C([Li])CCC.Br[C:7]1[CH:8]=[N:9][C:10]2[C:15]([CH:16]=1)=[CH:14][CH:13]=[CH:12][CH:11]=2.[Cl:17][C:18]1[CH:23]=[CH:22][C:21]([C:24]2([C:27]#N)[CH2:26][CH2:25]2)=[CH:20][CH:19]=1.[OH2:29]>C(OCC)C>[Cl:17][C:18]1[CH:23]=[CH:22][C:21]([C:24]2([C:27]([C:7]3[CH:8]=[N:9][C:10]4[C:15]([CH:16]=3)=[CH:14][CH:13]=[CH:12][CH:11]=4)=[O:29])[CH2:26][CH2:25]2)=[CH:20][CH:19]=1. Reactants: CC(=O)C (acetone), CC1=NC=C(C(=O)CC(C)=O)C=C1 (6-methylnicotinoyl-acetone). Yields the product C(C)OC(=O)C=1C=CC(=NC1)C (α-picoline-5-carboxylic acid ethyl ester). As a reaction SMILES: [CH3:1][C:2]1[CH:13]=[CH:12][C:5]([C:6](CC(=O)C)=[O:7])=[CH:4][N:3]=1.[CH3:14][C:15](C)=[O:16]>>[CH2:15]([O:16][C:6]([C:5]1[CH:12]=[CH:13][C:2]([CH3:1])=[N:3][CH:4]=1)=[O:7])[CH3:14]. Procedure details: The 6-methylnicotinoyl-acetone which is mentioned as the starting substance in Example 6, can be obtained in a known manner from α-picoline-5-carboxylic acid ethyl ester and acetone, or from 5-acetyl-α-picoline (prepared in accordance with Angew. Ch. 67, page 398) and ethyl acetate: 270 g of 5-acetyl-α-picoline, 5 1 of anhydrous toluene, 387 g. of ethyl acetate and 537 g of potassium tert.-butylate are stirred at 40° for 20 hours and the mixture is subsequently decomposed by means of a mixture o... The reactants are C1(CC1)COCCOC1=CC=C(OCC2CO2)C=C1 (3-(4-(2-cyclopropylmethoxyethoxy)phenoxy)-1,2-epoxypropane), Cl (hydrochloride), NCCNC(=O)N1CCOCC1 (N-2-aminoethyl-4-morpholinecarboxamide), [OH-].[Na+] (NaOH). The solvent is C(C)O (ethanol), C(C)O (ethanol). Yields the product OC(CNCCNC(=O)N1CCOCC1)COC1=CC=C(C=C1)OCCOCC1CC1 (N-(2-((2-hydroxy-3-(4-(2-cyclopropylmethoxyethoxy)phenoxy)propyl)amino)ethyl)-4-morpholinecarboxamide). RXN SMILES: Cl.[NH2:2][CH2:3][CH2:4][NH:5][C:6]([N:8]1[CH2:13][CH2:12][O:11][CH2:10][CH2:9]1)=[O:7].[OH-].[Na+].[CH:16]1([CH2:19][O:20][CH2:21][CH2:22][O:23][C:24]2[CH:34]=[CH:33][C:27]([O:28][CH2:29][CH:30]3[O:32][CH2:31]3)=[CH:26][CH:25]=2)[CH2:18][CH2:17]1>C(O)C>[OH:32][CH:30]([CH2:29][O:28][C:27]1[CH:33]=[CH:34][C:24]([O:23][CH2:22][CH2:21][O:20][CH2:19][CH:16]2[CH2:18][CH2:17]2)=[CH:25][CH:26]=1)[CH2:31][NH:2][CH2:3][CH2:4][NH:5][C:6]([N:8]1[CH2:13][CH2:12][O:11][CH2:10][CH2:9]1)=[O:7] |f:2.3|. Reported procedure: 26.2 g of the hydrochloride of N-2-aminoethyl-4-morpholinecarboxamide and 5.0 g of NaOH were refluxed in 175 ml of ethanol for 1 h. Thereafter 22 g of 3-(4-(2-cyclopropylmethoxyethoxy)phenoxy)-1,2-epoxypropane in 100 ml of ethanol was added and the resulting mixture refluxed for 16 h, filtered, and evaporated. The residue was dissolved in 300 ml of ethyl acetate and washed three times with water. The organic phase was then extracted with 250 ml of water at pH 5 (HCl). The aqueous phase was then ...